Dataset: the Open Reaction Database (ORD), a public repository of structured organic reaction records. Task: describe an organic reaction: reactants, conditions, products, and yield Starting materials: C(C)N=C=S (ethyl isothiocyanate), COC(CN=C(SC)SC)=O (N-[Bis(methylthio)methylene]glycine methyl ester), CC(C)(C)[O-].[K+] (t-BuOK). Run in C1CCOC1 (THF), C1CCOC1 (THF), C1CCOC1 (THF). Run at time 30 minute. Yields the product CSC=1SC(=C(N1)C(=O)OC)NCC (2-methylthio-5-(N-ethylamino)-4-methoxycarbonylthiazole). Reaction SMILES: [CH3:1][O:2][C:3](=[O:11])[CH2:4][N:5]=[C:6]([S:9][CH3:10])[S:7][CH3:8].CC([O-])(C)C.[K+].[CH2:18]([N:20]=C=S)[CH3:19]>C1COCC1>[CH3:10][S:9][C:6]1[S:7][C:8]([NH:20][CH2:18][CH3:19])=[C:4]([C:3]([O:2][CH3:1])=[O:11])[N:5]=1 |f:1.2|. Procedure details: A solution of N-[Bis(methylthio)methylene]glycine methyl ester (1 mmole) in anhydrous THF (2 mL) was added to a solution of t-BuOK (1.4 mmole) in anhydrous THF (10 mL) at −78° C. and the mixture was stirred for 30 min. Then a solution of ethyl isothiocyanate (1 mmole) in anhydrous THF (2 mL) was added and the reaction was stirred at −78° C. for 30 min and at room temperature for 2 h. The reaction was quenched with water. Extraction and chromatography gave 2-methylthio-5-(N-ethylamino)-4-methoxyc... Starting materials: COc1cc2cc(C)sc2c(Cl)c1Cl, Cl, O, c1ccncc1. The product is Cc1cc2cc(O)c(Cl)c(Cl)c2s1. As a reaction SMILES: [Cl:1][c:2]1[c:3]([O:13][CH3:14])[cH:4][c:5]2[c:6]([s:7][c:8]([CH3:10])[cH:9]2)[c:11]1[Cl:12].[ClH:15].[OH2:22].[n:16]1[cH:17][cH:18][cH:19][cH:20][cH:21]1>>[Cl:1][c:2]1[c:3]([OH:13])[cH:4][c:5]2[c:6]([s:7][c:8]([CH3:10])[cH:9]2)[c:11]1[Cl:12]. Starting materials: CCC(C)C(C(=O)NC(Cc1ccccc1)C(O)CN(CC(C)C)S(=O)(=O)c1ccc(C=NO)cc1)N1CCN(Cc2cccc(COC(c3ccccc3)(c3ccccc3)c3ccccc3)n2)C1=O, CO, ClCCl, Cl. Yields the product CCC(C)C(C(=O)NC(Cc1ccccc1)C(O)CN(CC(C)C)S(=O)(=O)c1ccc(C=NO)cc1)N1CCN(Cc2cccc(CO)n2)C1=O. RXN SMILES: [CH2:1]([c:2]1[cH:3][cH:4][cH:5][cH:6][cH:7]1)[CH:8]([CH:9]([CH2:10][N:11]([CH2:12][CH:13]([CH3:14])[CH3:15])[S:16](=[O:17])(=[O:18])[c:19]1[cH:20][cH:21][c:22]([CH:25]=[N:26][OH:27])[cH:23][cH:24]1)[OH:28])[NH:29][C:30]([CH:31]([CH:32]([CH2:33][CH3:34])[CH3:35])[N:36]1[C:37](=[O:69])[N:38]([CH2:41][c:42]2[n:43][c:44]([CH2:48][O:49][C:50]([c:51]3[cH:52][cH:53][cH:54][cH:55][cH:56]3)([c:57]3[cH:58][cH:59][cH:60][cH:61][cH:62]3)[c:63]3[cH:64][cH:65][cH:66][cH:67][cH:68]3)[cH:45][cH:46][cH:47]2)[CH2:39][CH2:40]1)=[O:70].[CH3:75][OH:76].[Cl:71][CH2:72][Cl:73].[ClH:74]>>[CH2:1]([c:2]1[cH:3][cH:4][cH:5][cH:6][cH:7]1)[CH:8]([CH:9]([CH2:10][N:11]([CH2:12][CH:13]([CH3:14])[CH3:15])[S:16](=[O:17])(=[O:18])[c:19]1[cH:20][cH:21][c:22]([CH:25]=[N:26][OH:27])[cH:23][cH:24]1)[OH:28])[NH:29][C:30]([CH:31]([CH:32]([CH2:33][CH3:34])[CH3:35])[N:36]1[C:37](=[O:69])[N:38]([CH2:41][c:42]2[n:43][c:44]([CH2:48][OH:49])[cH:45][cH:46][cH:47]2)[CH2:39][CH2:40]1)=[O:70]. Starting materials: C1(=CC=CC=C1)C(O)(C1CCNCC1)C1=CC=CC=C1 (α,α-diphenyl-4-piperidinemethanol), BrCCN1C(C2=CC=CC=C2C1=O)=O (2-(2-bromoethyl)-1H-isoindole-1,3-dione), C([O-])([O-])=O.[Na+].[Na+] (sodium carbonate). Run in C(C(C)C)C(=O)C (methyl isobutyl ketone). Product: OC(C1CCN(CC1)CCN1C(C2=CC=CC=C2C1=O)=O)(C1=CC=CC=C1)C1=CC=CC=C1 (2-{2-[4-(Hydroxydiphenylmethyl)-1-piperidyl]ethyl}-1H-isoindole-1,3-dione). RXN SMILES: [C:1]1([C:7]([C:15]2[CH:20]=[CH:19][CH:18]=[CH:17][CH:16]=2)([CH:9]2[CH2:14][CH2:13][NH:12][CH2:11][CH2:10]2)[OH:8])[CH:6]=[CH:5][CH:4]=[CH:3][CH:2]=1.Br[CH2:22][CH2:23][N:24]1[C:32](=[O:33])[C:31]2[C:26](=[CH:27][CH:28]=[CH:29][CH:30]=2)[C:25]1=[O:34].C(=O)([O-])[O-].[Na+].[Na+]>C(C(C)=O)C(C)C>[OH:8][C:7]([C:15]1[CH:20]=[CH:19][CH:18]=[CH:17][CH:16]=1)([C:1]1[CH:2]=[CH:3][CH:4]=[CH:5][CH:6]=1)[CH:9]1[CH2:14][CH2:13][N:12]([CH2:22][CH2:23][N:24]2[C:25](=[O:34])[C:26]3[C:31](=[CH:30][CH:29]=[CH:28][CH:27]=3)[C:32]2=[O:33])[CH2:11][CH2:10]1 |f:2.3.4|. Procedure: A mixture of 15 g (0.056 mol) of α,α-diphenyl-4-piperidinemethanol, 14.5 g (0.056 mol) of 2-(2-bromoethyl)-1H-isoindole-1,3-dione and 6.7 g (0.063 mol) of sodium carbonate in 150 ml of methyl isobutyl ketone is heated at reflux temperature for 5 hours. The reactants are COc1ccc(C#N)cc1C=CC(=O)O, CCN(C(C)C)C(C)C, ClCCl, Cl, NC(CO)CN1CCC(C(=O)c2ccc(F)cc2)CC1. Yields the product COc1ccc(C#N)cc1C=CC(=O)NC(CO)CN1CCC(C(=O)c2ccc(F)cc2)CC1. As a reaction SMILES: [C:31](#[N:32])[c:33]1[cH:34][cH:35][c:36]([O:44][CH3:45])[c:37]([CH:39]=[CH:40][C:41](=[O:42])[OH:43])[cH:38]1.[CH:22]([N:23]([CH:24]([CH3:25])[CH3:26])[CH2:27][CH3:28])([CH3:29])[CH3:30].[Cl:46][CH2:47][Cl:48].[ClH:1].[NH2:2][CH:3]([CH2:4][N:5]1[CH2:6][CH2:7][CH:8]([C:11](=[O:12])[c:13]2[cH:14][cH:15][c:16]([F:19])[cH:17][cH:18]2)[CH2:9][CH2:10]1)[CH2:20][OH:21]>>[NH:2]([CH:3]([CH2:4][N:5]1[CH2:6][CH2:7][CH:8]([C:11](=[O:12])[c:13]2[cH:14][cH:15][c:16]([F:19])[cH:17][cH:18]2)[CH2:9][CH2:10]1)[CH2:20][OH:21])[C:41]([CH:40]=[CH:39][c:37]1[c:36]([O:44][CH3:45])[cH:35][cH:34][c:33]([C:31]#[N:32])[cH:38]1)=[O:42]. The reactants are CC(C)(C)[Si](C)(C)n1ccc2cc(Br)ccc21, CC(C)(C)OC(=O)N1CCNC(Cc2ccccc2)C1, CC(C)(C)[O-], CCOC(C)=O, [Na+], CC(=O)[O-], CC(=O)[O-], [Pd+2], Cc1ccccc1C. The product is CC(C)(C)OC(=O)N1CCN(c2ccc3c(ccn3[Si](C)(C)C(C)(C)C)c2)C(Cc2ccccc2)C1. RXN SMILES: [Br:7][c:8]1[cH:9][c:10]2[cH:11][cH:12][n:13]([Si:17]([CH3:18])([CH3:19])[C:20]([CH3:21])([CH3:22])[CH3:23])[c:14]2[cH:15][cH:16]1.[C:24]([CH3:25])([CH3:26])([CH3:27])[O:28][C:29](=[O:30])[N:31]1[CH2:32][CH:33]([CH2:37][c:38]2[cH:39][cH:40][cH:41][cH:42][cH:43]2)[NH:34][CH2:35][CH2:36]1.[CH3:1][C:2]([CH3:3])([O-:4])[CH3:5].[CH3:52][CH2:53][O:54][C:55](=[O:56])[CH3:57].[Na+:6].[O-:59][C:60]([CH3:61])=[O:62].[O-:63][C:64]([CH3:65])=[O:66].[Pd+2:58].[c:44]1([CH3:45])[c:46]([CH3:47])[cH:48][cH:49][cH:50][cH:51]1>>[c:8]1([N:34]2[CH:33]([CH2:37][c:38]3[cH:39][cH:40][cH:41][cH:42][cH:43]3)[CH2:32][N:31]([C:29]([O:28][C:24]([CH3:25])([CH3:26])[CH3:27])=[O:30])[CH2:36][CH2:35]2)[cH:9][c:10]2[cH:11][cH:12][n:13]([Si:17]([CH3:18])([CH3:19])[C:20]([CH3:21])([CH3:22])[CH3:23])[c:14]2[cH:15][cH:16]1.